This data is from the Open Reaction Database (ORD), a public repository of structured organic reaction records. The task is: describe an organic reaction: reactants, conditions, products, and yield Starting materials: hydrochloride salt, Cl.NC=1SC=C(N1)C(C(=O)O)=NOC(C)(C)C(=O)OC(C1=CC=CC=C1)C1=CC=CC=C1 (2-(2-Amino-4-thiazolyl)-2-(1-diphenylmethoxycarbonyl-1-methylethoxy)iminoacetic acid, hydrochloride salt). Run in O (water). Conditions: time 30 minute. Product: NC=1SC=C(N1)C(C(=O)O)=NOC(C)(C)C(=O)OC(C1=CC=CC=C1)C1=CC=CC=C1 (2-(2-amino-4-thiazolyl)-2-(1-diphenylmethoxycarbonyl-1-methylethoxy)iminoacetic acid). As a reaction SMILES: Cl.[NH2:2][C:3]1[S:4][CH:5]=[C:6]([C:8](=[N:12][O:13][C:14]([C:17]([O:19][CH:20]([C:27]2[CH:32]=[CH:31][CH:30]=[CH:29][CH:28]=2)[C:21]2[CH:26]=[CH:25][CH:24]=[CH:23][CH:22]=2)=[O:18])([CH3:16])[CH3:15])[C:9]([OH:11])=[O:10])[N:7]=1>O>[NH2:2][C:3]1[S:4][CH:5]=[C:6]([C:8](=[N:12][O:13][C:14]([C:17]([O:19][CH:20]([C:21]2[CH:26]=[CH:25][CH:24]=[CH:23][CH:22]=2)[C:27]2[CH:28]=[CH:29][CH:30]=[CH:31][CH:32]=2)=[O:18])([CH3:16])[CH3:15])[C:9]([OH:11])=[O:10])[N:7]=1 |f:0.1|. Procedure: A suspension of the hydrochloride salt product from part (e) in water (20 ml./g.) is adjusted to pH 2.6 and stirred for 30 minutes at 0°. The resulting suspension is filtered, washed thoroughly with water, and dried to yield 2-(2-amino-4-thiazolyl)-2-(1-diphenylmethoxycarbonyl-1-methylethoxy)iminoacetic acid.